From a dataset of the Open Reaction Database (ORD), a public repository of structured organic reaction records. describe an organic reaction: reactants, conditions, products, and yield Starting materials: C(C1=CC=CC=C1)OC1=C(C=C(C=C1)NC(C(=O)NCCC1=CC=CC=C1)=O)F (N-(4-benzyloxy-3-fluorophenyl)-N′-(2-phenylethyl)ethanediamide), Br (hydrobromic acid). Procedure: A mixture of N-(4-benzyloxy-3-fluorophenyl)-N′-(2-phenylethyl)ethanediamide (40 g, 100 mmol) and 38% hydrobromic acid in acetic acid (250 mL) was stirred at room temperature overnight. The resulting solid was filtered, washed with water and dried to give N-(3-fluoro-4-hydroxyphenyl)-N′-(2-phenylethyl)ethanediamide as a slightly yellow solid (30.6 g, 99% yield). 1H NMR (400 MHz, d6-DMSO): δ 10.60 (s, 1H), 9.02 (t, 1H), 7.70 (d, 1H), 7.47 (d, 1H), 7.32-7.20 (m, 3H), 6.91 (t, 1H), 3.43 (m, 2H), 2.8... As a reaction SMILES: C([O:8][C:9]1[CH:14]=[CH:13][C:12]([NH:15][C:16](=[O:28])[C:17]([NH:19][CH2:20][CH2:21][C:22]2[CH:27]=[CH:26][CH:25]=[CH:24][CH:23]=2)=[O:18])=[CH:11][C:10]=1[F:29])C1C=CC=CC=1.Br>C(O)(=O)C>[F:29][C:10]1[CH:11]=[C:12]([NH:15][C:16](=[O:28])[C:17]([NH:19][CH2:20][CH2:21][C:22]2[CH:23]=[CH:24][CH:25]=[CH:26][CH:27]=2)=[O:18])[CH:13]=[CH:14][C:9]=1[OH:8]. Yields the product FC=1C=C(C=CC1O)NC(C(=O)NCCC1=CC=CC=C1)=O (N-(3-fluoro-4-hydroxyphenyl)-N′-(2-phenylethyl)ethanediamide), solid. Run at time 8 hour. Run in C(C)(=O)O (acetic acid). Yield: 99.0%. Reactants: C1COCCO1, Cl, CC(C)(C)OC(=O)N1CCOC(C(=O)c2cc(-c3ccc(NC(=O)Nc4cc(C(F)(F)F)ccc4F)c(F)c3)c3c(N)ncnn23)C1. Yields the product Nc1ncnn2c(C(=O)C3CNCCO3)cc(-c3ccc(NC(=O)Nc4cc(C(F)(F)F)ccc4F)c(F)c3)c12. RXN SMILES: [CH2:49]1[O:50][CH2:51][CH2:52][O:53][CH2:54]1.[ClH:48].[NH2:1][c:2]1[n:3][cH:4][n:5][n:6]2[c:7]1[c:8](-[c:26]1[cH:27][c:28]([F:47])[c:29]([NH:32][C:33]([NH:34][c:35]3[c:36]([F:45])[cH:37][cH:38][c:39]([C:41]([F:42])([F:43])[F:44])[cH:40]3)=[O:46])[cH:30][cH:31]1)[cH:9][c:10]2[C:11](=[O:12])[CH:13]1[O:14][CH2:15][CH2:16][N:17]([C:19]([O:20][C:21]([CH3:22])([CH3:23])[CH3:24])=[O:25])[CH2:18]1>>[NH2:1][c:2]1[n:3][cH:4][n:5][n:6]2[c:7]1[c:8](-[c:26]1[cH:27][c:28]([F:47])[c:29]([NH:32][C:33]([NH:34][c:35]3[c:36]([F:45])[cH:37][cH:38][c:39]([C:41]([F:42])([F:43])[F:44])[cH:40]3)=[O:46])[cH:30][cH:31]1)[cH:9][c:10]2[C:11](=[O:12])[CH:13]1[O:14][CH2:15][CH2:16][NH:17][CH2:18]1.